From a dataset of the Open Reaction Database (ORD), a public repository of structured organic reaction records. describe an organic reaction: reactants, conditions, products, and yield Reactants: C(C1=CC=CC=C1)OC=1C=C2C=3CC(CCC3NC2=CC1)N (6-benzyloxy-3-amino-1,2,3,4-tetrahydro-9H-carbazole), C(C)(C)N1N=CC(=C1)CCOS(=O)(=O)C (2-(1-isopropyl-1H-pyrazol-4-yl)-1-mesyloxyethane). Yields the product C(C1=CC=CC=C1)OC=1C=C2C=3CC(CCC3NC2=CC1)NCCC=1C=NN(C1)C(C)C (6-benzyloxy-3-(2-(1-isopropyl-1H-pyrazol-4-yl)ethyl)amino-1,2,3,4-tetrahydro-9H-carbazole). Yield: 63.4%. Reaction SMILES: [CH2:1]([O:8][C:9]1[CH:10]=[C:11]2[C:19](=[CH:20][CH:21]=1)[NH:18][C:17]1[CH2:16][CH2:15][CH:14]([NH2:22])[CH2:13][C:12]2=1)[C:2]1[CH:7]=[CH:6][CH:5]=[CH:4][CH:3]=1.[CH:23]([N:26]1[CH:30]=[C:29]([CH2:31][CH2:32]OS(C)(=O)=O)[CH:28]=[N:27]1)([CH3:25])[CH3:24]>>[CH2:1]([O:8][C:9]1[CH:10]=[C:11]2[C:19](=[CH:20][CH:21]=1)[NH:18][C:17]1[CH2:16][CH2:15][CH:14]([NH:22][CH2:32][CH2:31][C:29]3[CH:28]=[N:27][N:26]([CH:23]([CH3:25])[CH3:24])[CH:30]=3)[CH2:13][C:12]2=1)[C:2]1[CH:3]=[CH:4][CH:5]=[CH:6][CH:7]=1. Procedure: Beginning with 0.698 gm (2.39 mMol) 6-benzyloxy-3-amino-1,2,3,4-tetrahydro-9H-carbazole and 0.787 gm (3.39 mMol) 2-(1-isopropyl-1H-pyrazol-4-yl)-1-mesyloxyethane, 0.649 gm (63.4%) of the desired compound were prepared by the procedure described in detail in Example 72. Starting materials: Br.C(C)(=O)NCC1=NC(=CC=C1)C(CBr)=O (2-(acetylaminomethyl)-6-bromoacetyl-pyridine hydrobromide), NC(N)=NC(=S)N (diaminomethylenethiourea). Solvent: CO (methanol). Product: NCC1=CC=CC(=N1)C=1N=C(SC1)N=C(N)N (4-(6-aminomethylpyridin-2-yl)-2-(diaminomethyleneamino)thiazole). Yield: 42.4%. RXN SMILES: Br.C([NH:5][CH2:6][C:7]1[CH:12]=[CH:11][CH:10]=[C:9]([C:13](=O)[CH2:14]Br)[N:8]=1)(=O)C.[NH2:17][C:18](=[N:20][C:21]([NH2:23])=[S:22])[NH2:19]>CO>[NH2:5][CH2:6][C:7]1[N:8]=[C:9]([C:13]2[N:23]=[C:21]([N:20]=[C:18]([NH2:19])[NH2:17])[S:22][CH:14]=2)[CH:10]=[CH:11][CH:12]=1 |f:0.1|. Procedure details: A mixture of 2-(acetylaminomethyl)-6-bromoacetyl-pyridine hydrobromide (3.34 g) and diaminomethylenethiourea (1.01 g) in methanol (50 ml) was refluxed for 10 hours with stirring. The resulting precipitate was collected, dissolved in water (50 ml) and the solution was made basic with aqueous potassium carbonate. The separated product was collected and washed with water to give 4-(6-aminomethylpyridin-2-yl)-2-(diaminomethyleneamino)thiazole (0.90 g). Reactants: BrC1=CC(=C(C=C1)N1C=NC(=C1)C)OC (1-(4-bromo-2-methoxy-phenyl)-4-methyl-1H-imidazole), ClC1=C(C=CC(=C1)Cl)N1N=C(N=C1C)N (1-(2,4-dichloro-phenyl)-5-methyl-1H-[1,2,4]triazol-3-ylamine). Product: ClC1=C(C=CC(=C1)Cl)N1N=C(N=C1C)NC1=CC(=C(C=C1)N1C=NC(=C1)C)OC ([1-(2,4-Dichloro-phenyl)-5-methyl-1H-[1,2,4]triazol-3-yl]-[3-methoxy-4-(4-methyl-imidazol-1-yl)-phenyl]-amine), solid. Yield: 13.0%. Reaction SMILES: Br[C:2]1[CH:7]=[CH:6][C:5]([N:8]2[CH:12]=[C:11]([CH3:13])[N:10]=[CH:9]2)=[C:4]([O:14][CH3:15])[CH:3]=1.[Cl:16][C:17]1[CH:22]=[C:21]([Cl:23])[CH:20]=[CH:19][C:18]=1[N:24]1[C:28]([CH3:29])=[N:27][C:26]([NH2:30])=[N:25]1>>[Cl:16][C:17]1[CH:22]=[C:21]([Cl:23])[CH:20]=[CH:19][C:18]=1[N:24]1[C:28]([CH3:29])=[N:27][C:26]([NH:30][C:2]2[CH:7]=[CH:6][C:5]([N:8]3[CH:12]=[C:11]([CH3:13])[N:10]=[CH:9]3)=[C:4]([O:14][CH3:15])[CH:3]=2)=[N:25]1. Procedure details: Prepared in analogy to example 1b) starting with 1-(4-bromo-2-methoxy-phenyl)-4-methyl-1H-imidazole (WO2009076352) and 1-(2,4-dichloro-phenyl)-5-methyl-1H-[1,2,4]triazol-3-ylamine (Synthesis 1976, 274). The title compound was obtained as a brownish solid (Yield=13%). MS ISP (m/e): 429.1 (100) [(M+H)+].